This data is from the Open Reaction Database (ORD), a public repository of structured organic reaction records. The task is: describe an organic reaction: reactants, conditions, products, and yield Starting materials: C1=CC2=C3C(=CC=C4C5=CC=CC6=CC=CC(C1=C34)=C56)C(=O)OC2=O (perylene-3,4-dicarboxylic anhydride), C1(CCCCCCC1)N (cyclooctylamine), N1C=NC=C1 (imidazole), C(CCCCC)C(CCCCCC)N1C(=O)C=2C=CC=3C=4C=CC=C5C=CC=C(C6=CC=C(C2C63)C1=O)C54 (N-(1-Hexylheptyl)perylene-3,4-dicarboximide). Product: C1(CCCCCCC1)N1C(=O)C=2C=CC=3C=4C=CC=C5C=CC=C(C6=CC=C(C2C63)C1=O)C54 (N-Cyclooctylperylene-3,4-dicarboximide). RXN SMILES: C1C2=C3C(C4C5C(=CC=CC2=5)C=CC=4)=CC=C2C(OC(=O)C(=C23)C=1)=O.C1(N)CCCCCCC1.N1C=CN=C1.[CH2:40]([CH:46]([N:53]1[C:75](=[O:76])[C:72]2[C:73]3[C:74]4[C:69](=[CH:70][CH:71]=2)[C:68]2[C:77]5[C:64]([CH:65]=[CH:66][CH:67]=2)=[CH:63][CH:62]=[CH:61][C:60]=5[C:59]=4[CH:58]=[CH:57][C:56]=3[C:54]1=[O:55])[CH2:47][CH2:48][CH2:49]CCC)[CH2:41][CH2:42][CH2:43]CC>>[CH:46]1([N:53]2[C:54](=[O:55])[C:56]3[C:73]4[C:74]5[C:59](=[CH:58][CH:57]=3)[C:60]3[C:77]6[C:64]([CH:63]=[CH:62][CH:61]=3)=[CH:65][CH:66]=[CH:67][C:68]=6[C:69]=5[CH:70]=[CH:71][C:72]=4[C:75]2=[O:76])[CH2:40][CH2:41][CH2:42][CH2:43][CH2:49][CH2:48][CH2:47]1. Procedure: 300 mg (0.93 mmol) of perylene-3,4-dicarboxylic anhydride are reacted with 1.5 g (2.15 mmol) of cyclooctylamine and 3 g of imidazole under an argon inert atmosphere at 140° C. for 12 h as in 2c, and the reaction product is worked up and dried in a drying cabinet. To remove unreacted starting material, the product is boiled in 10 per cent potassium carbonate solution and washed with hot water until the filtrate run-off is colourless. The brown-red product is dried in a drying cabinet at 120° C. a... Reactants: C1CCNC1, COC(=O)C(C)Oc1cccc2ncnc(Nc3ccc4c(cnn4Cc4ccccn4)c3)c12. Yields the product CC(Oc1cccc2ncnc(Nc3ccc4c(cnn4Cc4ccccn4)c3)c12)C(=O)N1CCCC1. RXN SMILES: [CH2:35]1[CH2:36][CH2:37][NH:38][CH2:39]1.[n:1]1[c:2]([CH2:7][n:8]2[n:9][cH:10][c:11]3[cH:12][c:13]([NH:17][c:18]4[n:19][cH:20][n:21][c:22]5[cH:23][cH:24][cH:25][c:26]([O:28][CH:29]([C:30]([O:32][CH3:31])=[O:33])[CH3:34])[c:27]45)[cH:14][cH:15][c:16]23)[cH:3][cH:4][cH:5][cH:6]1>>[n:1]1[c:2]([CH2:7][n:8]2[n:9][cH:10][c:11]3[cH:12][c:13]([NH:17][c:18]4[n:19][cH:20][n:21][c:22]5[cH:23][cH:24][cH:25][c:26]([O:28][CH:29]([C:30](=[O:32])[N:38]6[CH2:37][CH2:36][CH2:35][CH2:39]6)[CH3:34])[c:27]45)[cH:14][cH:15][c:16]23)[cH:3][cH:4][cH:5][cH:6]1.